Task: describe an organic reaction: reactants, conditions, products, and yield. Dataset: the Open Reaction Database (ORD), a public repository of structured organic reaction records Starting materials: BrC=1C=C(C(=NC1)NCCC(C(=O)OC(C)(C)C)NC(=O)OC(C)(C)C)[N+](=O)[O-] (tert-butyl 4-[(5-bromo-3-nitropyridin-2-yl)amino]-2-tert-butoxycarbonylaminobutanoate), [Cl-].[NH4+] (ammonium chloride), C(C)O (ethanol). Reagents/catalysts: [Fe] (iron). The solvent is O1CCCC1 (tetrahydrofuran). Yields the product NC=1C(=NC=C(C1)Br)NCCC(C(=O)OC(C)(C)C)NC(=O)OC(C)(C)C (tert-Butyl 4-[(3-amino-5-bromopyridin-2-yl)amino]-2-tert-butoxycarbonylamino-butanoate). Reaction SMILES: [Br:1][C:2]1[CH:3]=[C:4]([N+:27]([O-])=O)[C:5]([NH:8][CH2:9][CH2:10][CH:11]([NH:19][C:20]([O:22][C:23]([CH3:26])([CH3:25])[CH3:24])=[O:21])[C:12]([O:14][C:15]([CH3:18])([CH3:17])[CH3:16])=[O:13])=[N:6][CH:7]=1.[Cl-].[NH4+].C(O)C>[Fe].O1CCCC1>[NH2:27][C:4]1[C:5]([NH:8][CH2:9][CH2:10][CH:11]([NH:19][C:20]([O:22][C:23]([CH3:26])([CH3:25])[CH3:24])=[O:21])[C:12]([O:14][C:15]([CH3:17])([CH3:18])[CH3:16])=[O:13])=[N:6][CH:7]=[C:2]([Br:1])[CH:3]=1 |f:1.2|. Reported procedure: A suspension of 3.5 g of tert-butyl 4-[(5-bromo-3-nitropyridin-2-yl)amino]-2-tert-butoxycarbonylaminobutanoate, 1.23 g (22 mmol) of iron powder and 20 g (0.373 mol) of ammonium chloride in 40 ml of a 1:1 mixture of ethanol and tetrahydrofuran is heated at reflux for two hours. After this time the reaction mixture is filtered on a bed of celite, which is rinsed with 100 ml of ethanol. The filtrate is concentrated under reduced pressure and then the residue is taken up in 20 ml of water. The mixtu... The reactants are CC(Cl)c1cccnc1, NCC1C2CN(Cc3ccccc3)CC12. Reagents/catalysts: O=C([O-])[O-].[Cs+].[Cs+] (cesium carbonate), [I-].[K+] (potassium iodide). Run in CN(C)C=O (DMF), CN(C)C=O (dmf), CN(C)C=O (DMF). Conditions: temperature 70 celsius, time 16 hour. The product is CC(NCC1C2CN(Cc3ccccc3)CC12)c1cccnc1. Procedure details: 7-(4-Methylbenzoyl)-2,3-dihydrobenzofuran-5-ylacetic acid (1.0 g) was dissolved in dioxane (20 ml). To this was added 2,3-dichloro-5,6-dicyano-1,4-benzoquinone (DDQ) (1.2 g) and the solution heated at reflux for 1 hour. The reaction mixture was added to water and extracted with ethyl acetate, dried with magnesium sulfate and evaporated to dryness. The residue was run on a silica gel column eluting with ethyl acetate/hexane to give ethyl(7-(4-methylbenzoyl)-benzofuran-5-yl) acetate. The acetate w... The reactants are ClC=1C(C(=C(C(C1Cl)=O)C#N)C#N)=O (2,3-dichloro-5,6-dicyano-1,4-benzoquinone), CC1=CC=C(C(=O)C2=CC(=CC=3CCOC32)CC(=O)O)C=C1 (7-(4-Methylbenzoyl)-2,3-dihydrobenzofuran-5-ylacetic acid), O1CCOCC1 (dioxane), O (water). Yields the product C(C)(=O)OC=1C=C(C2=C(C=C(O2)CC)C1)C(C1=CC=C(C=C1)C)=O (ethyl(7-(4-methylbenzoyl)-benzofuran-5-yl) acetate). Reaction SMILES: [CH3:1][C:2]1[CH:22]=[CH:21][C:5]([C:6]([C:8]2[C:16]3[O:15][CH2:14][CH2:13][C:12]=3[CH:11]=[C:10](CC(O)=O)[CH:9]=2)=[O:7])=[CH:4][CH:3]=1.ClC1C(=O)C(C#N)=C(C#N)[C:28](=[O:31])[C:29]=1Cl.[OH2:37].O1CCO[CH2:40][CH2:39]1>>[C:28]([O:31][C:10]1[CH:9]=[C:8]([C:6](=[O:7])[C:5]2[CH:4]=[CH:3][C:2]([CH3:1])=[CH:22][CH:21]=2)[C:16]2[O:15][C:14]([CH2:39][CH3:40])=[CH:13][C:12]=2[CH:11]=1)(=[O:37])[CH3:29].